From a dataset of the Open Reaction Database (ORD), a public repository of structured organic reaction records. describe an organic reaction: reactants, conditions, products, and yield Reactants: CN1CCC(CC1)C(=O)NC1=NC=CC(=C1)OC=1C=NC(=CC1)[N+](=O)[O-] (1-methyl-N-(4-((6-nitropyridin-3-yl)oxy)pyridin-2-yl)piperidine-4-carboxamide). Reagents/catalysts: [Pd] (Palladium on carbon). Solvent: CCOC(=O)C.CO (EtOAc MeOH). Yields the product NC1=CC=C(C=N1)OC1=CC(=NC=C1)NC(=O)C1CCN(CC1)C (N-(4-((6-aminopyridin-3-yl)oxy)pyridin-2-yl)-1-methylpiperidine-4-carboxamide). The yield is 70.9%. RXN SMILES: [CH3:1][N:2]1[CH2:7][CH2:6][CH:5]([C:8]([NH:10][C:11]2[CH:16]=[C:15]([O:17][C:18]3[CH:19]=[N:20][C:21]([N+:24]([O-])=O)=[CH:22][CH:23]=3)[CH:14]=[CH:13][N:12]=2)=[O:9])[CH2:4][CH2:3]1>[Pd].CCOC(C)=O.CO>[NH2:24][C:21]1[N:20]=[CH:19][C:18]([O:17][C:15]2[CH:14]=[CH:13][N:12]=[C:11]([NH:10][C:8]([CH:5]3[CH2:6][CH2:7][N:2]([CH3:1])[CH2:3][CH2:4]3)=[O:9])[CH:16]=2)=[CH:23][CH:22]=1 |f:2.3|. Reported procedure: A solution of 1-methyl-N-(4-((6-nitropyridin-3-yl)oxy)pyridin-2-yl)piperidine-4-carboxamide (0.20 g, 0.560 mmol) in 2:1 EtOAc/MeOH (15 mL) was treated with Palladium on carbon (50% wet) (0.066 g, 0.056 mmol) was hydrogenated (1 atm) overnight. The solids were removed via filtration through diatomaceous earth, washed with MeOH and the filtrate concentrated to dryness to afford N-(4-((6-aminopyridin-3-yl)oxy)pyridin-2-yl)-1-methylpiperidine-4-carboxamide (130 mg, 71%). 1H NMR (400 MHz, DMSO-d6): δ... Yields the product COc1ccc(-c2ccc(C#N)s2)cc1. Reaction SMILES: [Br:1][c:2]1[s:3][c:4]([C:7]#[N:8])[cH:5][cH:6]1.[CH2:104]([CH2:105][O:106][CH3:107])[O:108][CH3:109].[CH3:9][O:10][c:11]1[cH:12][cH:13][c:14]([B:17]([OH:18])[OH:19])[cH:15][cH:16]1.[ClH:26].[Na+:20].[Na+:21].[O-:22][C:23](=[O:24])[O-:25].[cH:27]1[cH:28][cH:29][c:30]([P:31]([Pd:32]([P:33]([c:34]2[cH:35][cH:36][cH:37][cH:38][cH:39]2)([c:40]2[cH:41][cH:42][cH:43][cH:44][cH:45]2)[c:46]2[cH:47][cH:48][cH:49][cH:50][cH:51]2)([P:52]([c:53]2[cH:54][cH:55][cH:56][cH:57][cH:58]2)([c:59]2[cH:60][cH:61][cH:62][cH:63][cH:64]2)[c:65]2[cH:66][cH:67][cH:68][cH:69][cH:70]2)[P:71]([c:72]2[cH:73][cH:74][cH:75][cH:76][cH:77]2)([c:78]2[cH:79][cH:80][cH:81][cH:82][cH:83]2)[c:84]2[cH:85][cH:86][cH:87][cH:88][cH:89]2)([c:90]2[cH:91][cH:92][cH:93][cH:94][cH:95]2)[c:96]2[cH:97][cH:98][cH:99][cH:100][cH:101]2)[cH:102][cH:103]1>>[c:2]1(-[c:14]2[cH:13][cH:12][c:11]([O:10][CH3:9])[cH:16][cH:15]2)[s:3][c:4]([C:7]#[N:8])[cH:5][cH:6]1. Reactants: N#Cc1ccc(Br)s1, COCCOC, COc1ccc(B(O)O)cc1, Cl, [Na+], [Na+], O=C([O-])[O-], c1ccc(P(c2ccccc2)(c2ccccc2)[Pd](P(c2ccccc2)(c2ccccc2)c2ccccc2)(P(c2ccccc2)(c2ccccc2)c2ccccc2)P(c2ccccc2)(c2ccccc2)c2ccccc2)cc1. Starting materials: O=C=Nc1ccccc1Cl, Nc1ccc(F)cc1CCN1CCN(c2nsc3ccccc23)CC1. Product: O=C(Nc1ccccc1Cl)Nc1ccc(F)cc1CCN1CCN(c2nsc3ccccc23)CC1. RXN SMILES: [Cl:26][c:27]1[c:28]([N:33]=[C:34]=[O:35])[cH:29][cH:30][cH:31][cH:32]1.[s:1]1[n:2][c:3]([N:10]2[CH2:11][CH2:12][N:13]([CH2:16][CH2:17][c:18]3[c:19]([NH2:25])[cH:20][cH:21][c:22]([F:24])[cH:23]3)[CH2:14][CH2:15]2)[c:4]2[c:5]1[cH:6][cH:7][cH:8][cH:9]2>>[s:1]1[n:2][c:3]([N:10]2[CH2:11][CH2:12][N:13]([CH2:16][CH2:17][c:18]3[c:19]([NH:25][C:34]([NH:33][c:28]4[c:27]([Cl:26])[cH:32][cH:31][cH:30][cH:29]4)=[O:35])[cH:20][cH:21][c:22]([F:24])[cH:23]3)[CH2:14][CH2:15]2)[c:4]2[c:5]1[cH:6][cH:7][cH:8][cH:9]2. The reactants are COC=1C=C(C=CC1OC)C(=O)C=O (3,4-dimethoxyphenylglyoxal), H-methane, CO (methanol), NC1=NC2=NC(=CN=C2C(=N1)OCC)C1=CC(=C(C=C1)OC)OC (2-amino-4-ethoxy-7-(3,4-dimethoxyphenyl) pteridine). Solvent: C(C)(C)O (isopropanol). Yields the product NC1=NC2=NC(=CN=C2C(=N1)OC)C1=CC(=C(C=C1)OC)OC (2-amino-4-methoxy-7-(3,4-dimethoxyphenyl) Pteridine). Reaction SMILES: COC1C=C(C(C=O)=O)C=CC=1OC.CO.[NH2:17][C:18]1[N:27]=[C:26]([O:28][CH2:29]C)[C:25]2[C:20](=[N:21][C:22]([C:31]3[CH:36]=[CH:35][C:34]([O:37][CH3:38])=[C:33]([O:39][CH3:40])[CH:32]=3)=[CH:23][N:24]=2)[N:19]=1>C(O)(C)C>[NH2:17][C:18]1[N:27]=[C:26]([O:28][CH3:29])[C:25]2[C:20](=[N:21][C:22]([C:31]3[CH:36]=[CH:35][C:34]([O:37][CH3:38])=[C:33]([O:39][CH3:40])[CH:32]=3)=[CH:23][N:24]=2)[N:19]=1. Reported procedure: The sequence of reactions described in examples 106 to 110 was followed, however starting from 3,4-dimethoxyphenylglyoxal instead of 4-methoxyphenylglyoxal in the first step, and from methanol instead if isopropanol in the last step. This provided 2-amino-4-ethoxy-7-(3,4-dimethoxyphenyl) pteridine, a compound which was further characterized by its mass spectrum: 314 ([M+H]+, 100), 300 ([M+H-methane]+, 20). The reactants are C(Cl)Cl (CH2Cl2), FC1=CC=C(C=C1)NC1=NC=NC2=CC(=C(C=C12)O)OC (4-((4-fluorophenyl)amino)-7-methoxyquinazolin-6-ol), ClCCCN1CC2C(CC1)COC2 (5-(3-chloropropyl)octahydrofuro[3,4-c]pyridine), C(=O)([O-])[O-].[K+].[K+] (K2CO3). The solvent is CN(C)C=O (DMF). Conditions: temperature 80 celsius, time 8 hour. Product: FC1=CC=C(C=C1)NC1=NC=NC2=CC(=C(C=C12)OCCCN1CC2C(CC1)COC2)OC (N-(4-fluorophenyl)-6-(3-(hexahydrofuro[3,4-c]pyridin-5(3H)-yl)propoxy)-7-methoxyquinazolin-4-amine). Isolated yield 25.1%. RXN SMILES: [F:1][C:2]1[CH:7]=[CH:6][C:5]([NH:8][C:9]2[C:18]3[C:13](=[CH:14][C:15]([O:20][CH3:21])=[C:16]([OH:19])[CH:17]=3)[N:12]=[CH:11][N:10]=2)=[CH:4][CH:3]=1.Cl[CH2:23][CH2:24][CH2:25][N:26]1[CH2:31][CH2:30][CH:29]2[CH2:32][O:33][CH2:34][CH:28]2[CH2:27]1.C([O-])([O-])=O.[K+].[K+].C(Cl)Cl>CN(C=O)C>[F:1][C:2]1[CH:3]=[CH:4][C:5]([NH:8][C:9]2[C:18]3[C:13](=[CH:14][C:15]([O:20][CH3:21])=[C:16]([O:19][CH2:23][CH2:24][CH2:25][N:26]4[CH2:31][CH2:30][CH:29]5[CH2:32][O:33][CH2:34][CH:28]5[CH2:27]4)[CH:17]=3)[N:12]=[CH:11][N:10]=2)=[CH:6][CH:7]=1 |f:2.3.4|. Procedure: A mixture of 4-((4-fluorophenyl)amino)-7-methoxyquinazolin-6-ol (140 mg, 0.44 mmol, 1 eq), 5-(3-chloropropyl)octahydrofuro[3,4-c]pyridine (90 mg, 0.44 mmol, 1 eq) and K2CO3 (135 mg, 0.98 mmol, 2 eq) in DMF (10 mL) was heated to 80° C. and stirred overnight, then cooled to room temperature. To the resulted mixture was added 50 mL of CH2Cl2. The mixture was washed with brine (20 mL×3) and water (20 mL×2). The organic layer was dried over anhydrous Na2SO4 and filtered. The filtrate was concentrated... Reactants: COC(C(CC)(CC)C1=CC(=CC=C1)OCCCN(CC(C1=CC=CC=C1)C1=CC=CC=C1)CC1=C(C(=CC=C1)C(F)(F)F)Cl)=O (2-(3-{3-[(2-chloro-3-trifluoromethyl-benzyl)-2,2-diphenylethyl-amino]-propoxy}-phenyl)-2-ethyl-butyric acid methyl ester), [Li+].[Cl-] (LiCl). The solvent is CN(C)C=O (DMF). Run at time 10 minute. The product is Cl.ClC1=C(CN(CCCOC=2C=C(C=CC2)C(C(=O)O)(CC)CC)CC(C2=CC=CC=C2)C2=CC=CC=C2)C=CC=C1C(F)(F)F (2-(3-{3-[(2-Chloro-3-trifluoromethyl-benzyl)-2,2-diphenylethyl-amino]-propoxy}-phenyl)-2-ethyl-butyric acid hydrochloride salt). RXN SMILES: C[O:2][C:3](=[O:46])[C:4]([C:9]1[CH:14]=[CH:13][CH:12]=[C:11]([O:15][CH2:16][CH2:17][CH2:18][N:19]([CH2:34][C:35]2[CH:40]=[CH:39][CH:38]=[C:37]([C:41]([F:44])([F:43])[F:42])[C:36]=2[Cl:45])[CH2:20][CH:21]([C:28]2[CH:33]=[CH:32][CH:31]=[CH:30][CH:29]=2)[C:22]2[CH:27]=[CH:26][CH:25]=[CH:24][CH:23]=2)[CH:10]=1)([CH2:7][CH3:8])[CH2:5][CH3:6].[Li+].[Cl-]>CN(C=O)C>[ClH:45].[Cl:45][C:36]1[C:37]([C:41]([F:42])([F:43])[F:44])=[CH:38][CH:39]=[CH:40][C:35]=1[CH2:34][N:19]([CH2:20][CH:21]([C:28]1[CH:29]=[CH:30][CH:31]=[CH:32][CH:33]=1)[C:22]1[CH:23]=[CH:24][CH:25]=[CH:26][CH:27]=1)[CH2:18][CH2:17][CH2:16][O:15][C:11]1[CH:10]=[C:9]([C:4]([CH2:5][CH3:6])([CH2:7][CH3:8])[C:3]([OH:46])=[O:2])[CH:14]=[CH:13][CH:12]=1 |f:1.2,4.5|. Procedure: A solution of 2-(3-{3-[(2-chloro-3-trifluoromethyl-benzyl)-2,2-diphenylethyl-amino]-propoxy}-phenyl)-2-ethyl-butyric acid methyl ester (30 mg, 0.05 mmol) in DMF (9 mL) was treated with LiCl (20 mg, 0.46 mmol). The resulting reaction mixture was heated to reflux overnight and concentrated. The crude product was purified by HPLC (YMC CombiPrep ODS-A, 50×20 mm, 20 mL/min, A:acetonitrile B:water, A: 60 to 100% during 10 min, UV detection at 254 nm) to give the title compound, the free amine as an oi... Reactants: FC(C(=O)O)(F)F (trifluoroacetic acid), C(C1=CC=CC=C1)OC1=C(C=C2C(=C(C=NC2=C1)C#N)NC1=CC=C2CCNC2=C1)OC (7-benzyloxy-4-(2,3-dihydro-1H-indol-6-ylamino)-6-methoxy-quinoline-3-carbonitrile). Reaction conditions: time 1 hour. The product is N1CCC2=CC=C(C=C12)NC1=C(C=NC2=CC(=C(C=C12)OC)O)C#N (4-(2,3-dihydro-1H-indol-6-ylamino)-7-hydroxy-6-methoxy-quinoline-3-carbonitrile). The yield is 66.0%. RXN SMILES: FC(F)(F)C(O)=O.C([O:15][C:16]1[CH:25]=[C:24]2[C:19]([C:20]([NH:28][C:29]3[CH:37]=[C:36]4[C:32]([CH2:33][CH2:34][NH:35]4)=[CH:31][CH:30]=3)=[C:21]([C:26]#[N:27])[CH:22]=[N:23]2)=[CH:18][C:17]=1[O:38][CH3:39])C1C=CC=CC=1>>[NH:35]1[C:36]2[C:32](=[CH:31][CH:30]=[C:29]([NH:28][C:20]3[C:19]4[C:24](=[CH:25][C:16]([OH:15])=[C:17]([O:38][CH3:39])[CH:18]=4)[N:23]=[CH:22][C:21]=3[C:26]#[N:27])[CH:37]=2)[CH2:33][CH2:34]1. Procedure details: To 5 ml of trifluoroacetic acid was added 206 mg 7-benzyloxy-4-(2,3-dihydro-1H-indol-6-ylamino)-6-methoxy-quinoline-3-carbonitrile and the reaction was refluxed for 1.5 h. The TFA was removed under vacuum and the resulting film was dissolved in 7 ml of methanol followed by the addition of 50 ml of ice cold saturated sodium bicarbonate. The solution was allowed to stand at 10° C. for 1 h. The resulting solid was isolated, washed with excess water and dried under vacuum at 80° C. to yield 107 mg o... Reactants: C(C)(=O)OC1C[C@@H](C(N(C2=C1C=CC=C2)CC(=O)OCC)=O)NC(=O)OC(C)(C)C (5-acetoxy-3-(S)-t-butyloxycarbonylamino-1-ethoxycarbonylmethyl-2,3,4,5-tetrahydro-1H-[1]benzazepin-2-one). Reagents/catalysts: [Pd] (palladium on charcoal). Run in C(C)O (ethanol). Yields the product C(C)(C)(C)OC(=O)N[C@@H]1C(N(C2=C(CC1)C=CC=C2)CC(=O)OCC)=O (3-(S)-t-butyloxycarbonylamino-1-ethoxycarbonylmethyl-2,3,4,5 tetrahydro-1H-[1]benzazepin-2-one). As a reaction SMILES: C(O[CH:5]1[C:11]2[CH:12]=[CH:13][CH:14]=[CH:15][C:10]=2[N:9]([CH2:16][C:17]([O:19][CH2:20][CH3:21])=[O:18])[C:8](=[O:22])[C@@H:7]([NH:23][C:24]([O:26][C:27]([CH3:30])([CH3:29])[CH3:28])=[O:25])[CH2:6]1)(=O)C>C(O)C.[Pd]>[C:27]([O:26][C:24]([NH:23][C@H:7]1[CH2:6][CH2:5][C:11]2[CH:12]=[CH:13][CH:14]=[CH:15][C:10]=2[N:9]([CH2:16][C:17]([O:19][CH2:20][CH3:21])=[O:18])[C:8]1=[O:22])=[O:25])([CH3:30])([CH3:29])[CH3:28]. Procedure: A solution of 5-acetoxy-3-(S)-t-butyloxycarbonylamino-1-ethoxycarbonylmethyl-2,3,4,5-tetrahydro-1H-[1]benzazepin-2-one (0.7 g) in ethanol (50 ml) was hydrogenated at 42 psi for 24 hours at 70° using 10% palladium on charcoal (0.5 g) as catalyst. The catalyst was filtered off and the solvent removed under reduced pressure to give 3-(S)-t-butyloxycarbonylamino-1-ethoxycarbonylmethyl-2,3,4,5 tetrahydro-1H-[1]benzazepin-2-one which, without further purification was converted to 3-(S)-amino-1-ethoxyc... Reactants: O=C1C2CC3(CC(CC1C3)C2)C(=O)O (4-oxoadamantane-1-carboxylic acid), C(C(=O)Cl)(=O)Cl (oxalic chloride), O.N (ammonia water), O=C1C2CC3(CC(CC1C3)C2)C(=O)O (4-oxoadamantane-1-carboxylic acid), O=C1C2CC3(CC(CC1C3)C2)C(=O)N (4-oxoadamantane-1-carboxylic acid amide), [H][H] (hydrogen), N (ammonia). Yields the product NC1C2CC3(CC(CC1C3)C2)C(=O)N (4-aminoadamantane-1-carboxylic acid amide). As a reaction SMILES: O=C1C2CC3(C(O)=O)CC(CC1C3)C2.C(Cl)(=O)C(Cl)=O.O.[NH3:22].O=[C:24]1[CH:31]2[CH2:32][C:27]3([C:34]([NH2:36])=[O:35])[CH2:28][CH:29]([CH2:33][CH:25]1[CH2:26]3)[CH2:30]2.N.[H][H]>>[NH2:22][CH:24]1[CH:31]2[CH2:32][C:27]3([C:34]([NH2:36])=[O:35])[CH2:28][CH:29]([CH2:33][CH:25]1[CH2:26]3)[CH2:30]2 |f:2.3|. Reported procedure: More detailed explanations on Reaction Formula 1 are as follows: 4-oxoadamantane-1-carboxylic acid (1) is treated with oxalic chloride and ammonia water to prepare 4-oxoadamantane-1-carboxylic acid amide (2), and the resulting compound is treated with ammonia and subjected to a reduction reaction by using hydrogen to produce 4-aminoadamantane-1-carboxylic acid amide (3). 4-aminoadamantane-1-carboxylic acid amide thus prepared is a mixture of (E) and (Z) types, which is made into a salt form by u...